From a dataset of the Open Reaction Database (ORD), a public repository of structured organic reaction records. describe an organic reaction: reactants, conditions, products, and yield Starting materials: BrBr (bromine), C(#N)C1=C2CCC(C2=CC=C1)=O (4-cyano-1-indanone). Solvent: C(Cl)(Cl)Cl (chloroform), C(Cl)(Cl)Cl (chloroform). Run at time 1 hour. The product is BrC1C(C2=CC=CC(=C2C1)C#N)=O (2-bromo-4-cyano-1-indanone). The yield is 33.1%. Reaction SMILES: [C:1]([C:3]1[CH:11]=[CH:10][CH:9]=[C:8]2[C:4]=1[CH2:5][CH2:6][C:7]2=[O:12])#[N:2].[Br:13]Br>C(Cl)(Cl)Cl>[Br:13][CH:6]1[CH2:5][C:4]2[C:8](=[CH:9][CH:10]=[CH:11][C:3]=2[C:1]#[N:2])[C:7]1=[O:12]. Reported procedure: 2-Bromo-4-cyano-1-indanone can be obtained in the following way: a solution of 6.9 g of 4-cyano-1-indanone and 95 ml of chloroform is cooled to 5° C. A solution of 7.04 g of bromine and 20 ml of chloroform is then added dropwise over two hours at a temperature of between 0 and 5° C. After having left the reaction mixture stirring for one hour, the temperature of introduction being retained, the solution is allowed to return to room temperature and stirring is continued overnight. The reaction mi... Reactants: FC1=CC=C(C=C1)C(C=1C=CC(=C(C(=O)OC)C1)CC1=CC=C(C=C1)F)NCCN1C=NC=C1 (methyl 5-[1-(4-fluorophenyl)-2-(imidazol-1-yl)ethylaminomethyl]-2-(4-fluorobenzyl)benzoate), O (water), C(CC(O)(C(=O)O)CC(=O)O)(=O)O (citric acid). The solvent is CO (methanol). Reaction conditions: time 2 hour. Product: FC1=CC=C(C=C1)C(C=1C=CC(=C(C(=O)O)C1)CC1=CC=C(C=C1)F)NCCN1C=NC=C1 (5-[1-(4-fluorophenyl)-2-(imidazol-1-yl)ethylaminomethyl]-2-(4-fluorobenzyl)benzoic acid). Yield: 68.8%. Reaction SMILES: [F:1][C:2]1[CH:7]=[CH:6][C:5]([CH:8]([NH:27][CH2:28][CH2:29][N:30]2[CH:34]=[CH:33][N:32]=[CH:31]2)[C:9]2[CH:10]=[CH:11][C:12]([CH2:19][C:20]3[CH:25]=[CH:24][C:23]([F:26])=[CH:22][CH:21]=3)=[C:13]([CH:18]=2)[C:14]([O:16]C)=[O:15])=[CH:4][CH:3]=1.O.C(O)(=O)CC(CC(O)=O)(C(O)=O)O>CO>[F:1][C:2]1[CH:7]=[CH:6][C:5]([CH:8]([NH:27][CH2:28][CH2:29][N:30]2[CH:34]=[CH:33][N:32]=[CH:31]2)[C:9]2[CH:10]=[CH:11][C:12]([CH2:19][C:20]3[CH:25]=[CH:24][C:23]([F:26])=[CH:22][CH:21]=3)=[C:13]([CH:18]=2)[C:14]([OH:16])=[O:15])=[CH:4][CH:3]=1. Procedure: A mixture of methyl 5-[1-(4-fluorophenyl)-2-(imidazol-1-yl)ethylaminomethyl]-2-(4-fluorobenzyl)benzoate (1.5 g) sodium hydroxide (0.65 g), water (10 ml) and methanol (50 ml) was stirred under an inert atmosphere at ambient temperature for 2 hours. It was then acidified to pH 4-5 with 1M citric acid and evaporated to dryness. The residue was partitioned between ethyl acetate and water, the organic layer separated, treated with saturated brine, dried and evaporated to dryness to give 5-[1-(4-fluor...